Dataset: the Open Reaction Database (ORD), a public repository of structured organic reaction records. Task: describe an organic reaction: reactants, conditions, products, and yield Reaction SMILES: [N+:1]([C:4]1[CH:13]=[CH:12][CH:11]=[C:10]2[C:5]=1[CH:6]=[CH:7][C:8](Cl)=[N:9]2)([O-])=O.[F:15][C:16]1[CH:17]=[C:18]([S:23](Cl)(=[O:25])=[O:24])[CH:19]=[C:20]([F:22])[CH:21]=1.[C:27]([C:31]1[O:32][C:33]2[C:39]([NH2:40])=[CH:38][CH:37]=[CH:36][C:34]=2[CH:35]=1)([CH3:30])([CH3:29])[CH3:28]>>[C:27]([C:31]1[O:32][C:33]2[C:39]([NH:40][C:8]3[CH:7]=[CH:6][C:5]4[C:10](=[CH:11][CH:12]=[CH:13][C:4]=4[NH:1][S:23]([C:18]4[CH:17]=[C:16]([F:15])[CH:21]=[C:20]([F:22])[CH:19]=4)(=[O:25])=[O:24])[N:9]=3)=[CH:38][CH:37]=[CH:36][C:34]=2[CH:35]=1)([CH3:30])([CH3:28])[CH3:29]. Reactants: [N+](=O)([O-])C1=C2C=CC(=NC2=CC=C1)Cl (5-nitro-2-chloroquinoline), FC=1C=C(C=C(C1)F)S(=O)(=O)Cl (3,5-difluorobenzenesulfonylchloride), C(C)(C)(C)C=1OC2=C(C1)C=CC=C2N (2-tert-butyl-benzofuran-7-ylamine). Yields the product C(C)(C)(C)C=1OC2=C(C1)C=CC=C2NC2=NC1=CC=CC(=C1C=C2)NS(=O)(=O)C2=CC(=CC(=C2)F)F (N-[2-(2-tert-Butyl-benzofuran-7-ylamino)-quinolin-5-yl]-3,5-difluoro-benzenesulfonamide). Procedure: The title compound, MS: m/e=508.1 (M+H+), was prepared in accordance with the general method of example 89 from 5-nitro-2-chloroquinoline, 3,5-difluorobenzenesulfonylchloride and 2-tert-butyl-benzofuran-7-ylamine. Reactants: [N+](=O)([O-])C1=CC(=C(C=C1)O)N (4-nitro-2-aminophenol), CC1=CC=C(C=O)O1 (5-methylfurfural), C(C)(=O)[O-].C(C)(=O)[O-].C(C)(=O)[O-].C(C)(=O)[O-].[Pb+4] (lead tetraacetate). Solvent: O (water), CCO (EtOH). Run at time 5 minute. The product is [N+](=O)([O-])C=1C=CC2=C(N=C(O2)C=2OC(=CC2)C)C1 (5-nitro-2-(5-methyl-2-furyl)-benzoxazole). Isolated yield 50.0%. RXN SMILES: [N+:1]([C:4]1[CH:9]=[CH:8][C:7]([OH:10])=[C:6]([NH2:11])[CH:5]=1)([O-:3])=[O:2].[CH3:12][C:13]1[O:19][C:16]([CH:17]=O)=[CH:15][CH:14]=1.C([O-])(=O)C.C([O-])(=O)C.C([O-])(=O)C.C([O-])(=O)C.[Pb+4]>CCO.O>[N+:1]([C:4]1[CH:9]=[CH:8][C:7]2[O:10][C:17]([C:16]3[O:19][C:13]([CH3:12])=[CH:14][CH:15]=3)=[N:11][C:6]=2[CH:5]=1)([O-:3])=[O:2] |f:2.3.4.5.6|. Reported procedure: 7.70 g (0.05 mole) of 4-nitro-2-aminophenol and 5.50 g (0.05 mole) of 5-methylfurfural are dissolved in 400 ml of 95% EtOH and refluxed overnight. The ethanol is removed and the resulting dark red oil is recrystallized from CH3CN yielding golden plates of the Schiff Base, mp 190°98 -193°. This material is then dissolved in CH3CN (200 ml) by heating and 22.2 g (0.05 mole) of lead tetraacetate added. Heating is continued for 5 min and then the solution is diluted with an equal amount of water. The... The reactants are C(CCC)C1=NC2=C(N1CC1=CC(=C(C=C1)OC(C1=CC=CC=C1)C(=O)OCC)OC)C=CC(=C2)NC(=O)N(C)C (2-n-butyl-1-[4-[(α-ethoxycarbonyl)benzyloxy]-3-methoxybenzyl]-5-dimethylaminocarbonylamino-benzimidazole), [OH-].[Na+] (sodium hydroxide). Reported procedure: Prepared analogously to Example 1b from 2-n-butyl-1-[4-[(α-ethoxycarbonyl)benzyloxy]-3-methoxybenzyl]-5-dimethylaminocarbonylamino-benzimidazole and 2N sodium hydroxide solution in ethanol. Yields the product C(CCC)C1=NC2=C(N1CC1=CC(=C(C=C1)OC(C1=CC=CC=C1)C(=O)O)OC)C=CC(=C2)NC(=O)N(C)C (2-n-Butyl-1-[4-[(α-carboxy)benzyloxy]-3-methoxybenzyl]-5-dimethylaminocarbonylamino-benzimidazole). Reaction SMILES: [CH2:1]([C:5]1[N:9]([CH2:10][C:11]2[CH:16]=[CH:15][C:14]([O:17][CH:18]([C:25]([O:27]CC)=[O:26])[C:19]3[CH:24]=[CH:23][CH:22]=[CH:21][CH:20]=3)=[C:13]([O:30][CH3:31])[CH:12]=2)[C:8]2[CH:32]=[CH:33][C:34]([NH:36][C:37]([N:39]([CH3:41])[CH3:40])=[O:38])=[CH:35][C:7]=2[N:6]=1)[CH2:2][CH2:3][CH3:4].[OH-].[Na+]>C(O)C>[CH2:1]([C:5]1[N:9]([CH2:10][C:11]2[CH:16]=[CH:15][C:14]([O:17][CH:18]([C:25]([OH:27])=[O:26])[C:19]3[CH:20]=[CH:21][CH:22]=[CH:23][CH:24]=3)=[C:13]([O:30][CH3:31])[CH:12]=2)[C:8]2[CH:32]=[CH:33][C:34]([NH:36][C:37]([N:39]([CH3:40])[CH3:41])=[O:38])=[CH:35][C:7]=2[N:6]=1)[CH2:2][CH2:3][CH3:4] |f:1.2|. The solvent is C(C)O (ethanol). As a reaction SMILES: [CH3:20][C:21]([CH3:22])([O-:23])[CH3:24].[Cl:12][CH:13]([C:14](=[O:15])[O:16][CH2:17][CH3:18])[Cl:19].[ClH:26].[F:1][c:2]1[cH:3][c:4]([N+:9](=[O:10])[O-:11])[cH:5][c:6]([F:8])[cH:7]1.[K+:25].[O:27]=[CH:28][N:29]([CH3:30])[CH3:31]>>[F:1][c:2]1[cH:3][c:4]([N+:9](=[O:10])[O-:11])[cH:5][c:6]([F:8])[c:7]1[CH:13]([Cl:12])[C:14](=[O:15])[O:16][CH2:17][CH3:18]. Starting materials: CC(C)(C)[O-], CCOC(=O)C(Cl)Cl, Cl, O=[N+]([O-])c1cc(F)cc(F)c1, [K+], CN(C)C=O. The product is CCOC(=O)C(Cl)c1c(F)cc([N+](=O)[O-])cc1F. The reactants are Cl (hydrochloric acid), O (water), O (water), CO (methanol), [Na] (sodium), Cl\C(\C(=O)OCC)=C\1/CC[C@H]2[C@@H]3CC=C4CC5(CC[C@]4(C)[C@]3(CC[C@]12C)O)OCCO5 (ethyl (20E)-20-chloro-3,3-ethylenedioxy-9α-hydroxypregna-5,17(20)-dien-21-oate), CO (methanol). Yields the product C1OC2(CC3=CC[C@H]4[C@@H]5CC/C(=C(\C(=O)OC)/OC)/[C@]5(CC[C@@]4([C@]3(CC2)C)O)C)OC1 (Methyl (20Z)-3,3-ethylenedioxy-9α-hydroxy-20-methoxypregna-5,17(20)-dien-21-oate). RXN SMILES: [Na].Cl/[C:3](=[C:9]1\[CH2:10][CH2:11][C@@H:12]2[C@:26]\1([CH3:27])[CH2:25][CH2:24][C@@:23]1([OH:28])[C@H:13]2[CH2:14][CH:15]=[C:16]2[C@:21]1([CH3:22])[CH2:20][CH2:19][C:18]1([O:32][CH2:31][CH2:30][O:29]1)[CH2:17]2)/[C:4]([O:6][CH2:7]C)=[O:5].[OH2:33].Cl.[CH3:35]O>>[CH2:31]1[CH2:30][O:29][C:18]2([CH2:19][CH2:20][C@@:21]3([CH3:22])[C:16](=[CH:15][CH2:14][C@@H:13]4[C@:23]3([OH:28])[CH2:24][CH2:25][C@@:26]3([CH3:27])[C@H:12]4[CH2:11][CH2:10]/[C:9]/3=[C:3](/[O:33][CH3:35])\[C:4]([O:6][CH3:7])=[O:5])[CH2:17]2)[O:32]1 |^1:0|. Procedure: To a solution of sodium (171 mg) in anhydrous methanol (10 ml) was added ethyl (20E)-20-chloro-3,3-ethylenedioxy-9α-hydroxypregna-5,17(20)-dien-21-oate (306 mg, as prepared in example 18), after which the reaction mixture was refluxed under nitrogen for 21 hours. The reaction mixture was cooled to room temperature. After adding methanol (20 ml) and water (10 ml) the mixture was neutralised with aqueous 5N hydrochloric acid. More water (30 ml) was added and a precipitate was formed. The solid was... Starting materials: CNOC, COc1ncccc1C(=O)O, CCN=C=NCCCN(C)C, CCN(C(C)C)C(C)C, ClCCl, Cl. Product: COc1ncccc1C(=O)N(C)OC. RXN SMILES: [CH3:13][O:14][NH:15][CH3:16].[CH3:1][O:2][c:3]1[c:4]([C:5](=[O:6])[OH:7])[cH:8][cH:9][cH:10][n:11]1.[CH3:26][CH2:27][N:28]=[C:29]=[N:30][CH2:31][CH2:32][CH2:33][N:34]([CH3:35])[CH3:36].[CH:17]([N:18]([CH2:19][CH3:20])[CH:21]([CH3:22])[CH3:23])([CH3:24])[CH3:25].[Cl:37][CH2:38][Cl:39].[ClH:12]>>[CH3:1][O:2][c:3]1[c:4]([C:5](=[O:7])[N:15]([O:14][CH3:13])[CH3:16])[cH:8][cH:9][cH:10][n:11]1. The reactants are ClC1=CC=C(CN2C(=C(C3=CC(=CC=C23)C(C)C)SCC2CC2)CC(C(=O)O)(C)C)C=C1 (1-(p-chlorobenzyl)-α,α-dimethyl-5-isopropyl-3-cyclopropylmethylthioindole-2-propanoic acid), [Al](C)(C)N (Me2AlNH2). Solvent: C(Cl)Cl (CH2Cl2), CCCCCC.C(Cl)Cl (hexane CH2Cl2). The product is ClC1=CC=C(CN2C(=C(C3=CC(=CC=C23)C(C)C)SCC2CC2)CC(C(=O)N)(C)C)C=C1 (1-(p-chlorobenzyl)-α,α-dimethyl-5-isopropyl3-cyclopropylmethylthioindole-2-propionamide). RXN SMILES: [Cl:1][C:2]1[CH:32]=[CH:31][C:5]([CH2:6][N:7]2[C:15]3[C:10](=[CH:11][C:12]([CH:16]([CH3:18])[CH3:17])=[CH:13][CH:14]=3)[C:9]([S:19][CH2:20][CH:21]3[CH2:23][CH2:22]3)=[C:8]2[CH2:24][C:25]([CH3:30])([CH3:29])[C:26](O)=[O:27])=[CH:4][CH:3]=1.[Al]([NH2:36])(C)C>C(Cl)Cl.CCCCCC.C(Cl)Cl>[Cl:1][C:2]1[CH:32]=[CH:31][C:5]([CH2:6][N:7]2[C:15]3[C:10](=[CH:11][C:12]([CH:16]([CH3:18])[CH3:17])=[CH:13][CH:14]=3)[C:9]([S:19][CH2:20][CH:21]3[CH2:23][CH2:22]3)=[C:8]2[CH2:24][C:25]([CH3:30])([CH3:29])[C:26]([NH2:36])=[O:27])=[CH:4][CH:3]=1 |f:3.4|. Reported procedure: To a solution of 110 mg of methyl 1-(p-chlorobenzyl) α,α- dimethyl-5-isopropyl-3-cyclopropylmethylthioindole-2-propanoate (from Example 108) in 1 ml CH2Cl2 was added 1 ml of aminodimethylalane (Me2AlNH2) in hexane/CH2Cl2 (1.0M) and the reaction heated at 65° for 16h. The reaction was quenched with 2N HCl at 0° C., 0.5M NaK tartrate was added and the solution extracted with ether. The product from ether was purified by chromatography on silica gel (Toluene/Acetone/Acetic acid) 85:15:1 to yield th...